The task is: describe an organic reaction: reactants, conditions, products, and yield. This data is from the Open Reaction Database (ORD), a public repository of structured organic reaction records. Starting materials: CCN(CC)CC1CCCCN1CCN, CC#N, Cc1ccc2c(c1)N(C(=O)Cl)c1ncccc1NC2=O. Product: CCN(CC)CC1CCCCN1CCNC(=O)N1c2cc(C)ccc2C(=O)Nc2cccnc21. As a reaction SMILES: [CH2:21]([CH3:22])[N:23]([CH2:24][CH3:25])[CH2:26][CH:27]1[N:28]([CH2:33][CH2:34][NH2:35])[CH2:29][CH2:30][CH2:31][CH2:32]1.[CH3:36][C:37]#[N:38].[Cl:1][C:2](=[O:3])[N:4]1[c:5]2[c:6]([cH:17][cH:18][cH:19][n:20]2)[NH:7][C:8](=[O:16])[c:9]2[c:10]1[cH:11][c:12]([CH3:15])[cH:13][cH:14]2>>[C:2](=[O:3])([N:4]1[c:5]2[c:6]([cH:17][cH:18][cH:19][n:20]2)[NH:7][C:8](=[O:16])[c:9]2[c:10]1[cH:11][c:12]([CH3:15])[cH:13][cH:14]2)[NH:35][CH2:34][CH2:33][N:28]1[CH:27]([CH2:26][N:23]([CH2:21][CH3:22])[CH2:24][CH3:25])[CH2:32][CH2:31][CH2:30][CH2:29]1. Starting materials: BrC=1C(=C(C(=O)OC)C(=CC1)CS(=O)(=O)C1=CC(=CC=C1)Cl)OC (methyl 3-bromo-6-(3-chlorobenzenesulphonylmethyl)-2-methoxybenzoate), BrC1(CC(C(=O)OC)=C(C=C1)CSC1=CC=C(C=C1)F)OC (methyl 3-bromo-6-(4-fluorophenylthiomethyl)-3-methoxybenzoate), BrC1(CC(C(=O)OC)=C(C=C1)CSC1=CC=C(C=C1)F)OC (methyl 3-bromo-6-(4-fluorophenylthiomethyl)-3-methoxybenzoate). The product is BrC=1C(=C(C(=O)OC)C(=CC1)CS(=O)(=O)C1=CC=C(C=C1)F)OC (Methyl 3-bromo-6-(4-fluorobenzenesulphonylmethyl)-2-methoxybenzoate). RXN SMILES: [Br:1][C:2]1[C:3]([O:23][CH3:24])=[C:4]([C:9]([CH2:12][S:13]([C:16]2[CH:21]=[CH:20][CH:19]=[C:18](Cl)[CH:17]=2)(=[O:15])=[O:14])=[CH:10][CH:11]=1)[C:5]([O:7][CH3:8])=[O:6].BrC1(OC)C=CC(CSC2C=CC([F:44])=CC=2)=C(C(OC)=O)C1>>[Br:1][C:2]1[C:3]([O:23][CH3:24])=[C:4]([C:9]([CH2:12][S:13]([C:16]2[CH:21]=[CH:20][C:19]([F:44])=[CH:18][CH:17]=2)(=[O:15])=[O:14])=[CH:10][CH:11]=1)[C:5]([O:7][CH3:8])=[O:6]. Procedure details: Prepared by proceeding in a manner similar to Intermediate 68, starting from methyl 3-bromo-6-(4-fluorophenylthiomethyl)-3-methoxybenzoate (Intermediate 118). Reactants: O(C1=CC=CC=C1)C=1C=C(N)C=CC1 (meta-phenoxyaniline), Br.Br.BrCCNCCBr (bis-(β-bromoethyl)amine dihydrobromide). Product: 26, O(C1=CC=CC=C1)C=1C=C(C=CC1)N1CCNCC1 (1-(3-phenoxyphenyl)-piperazine). RXN SMILES: [O:1]([C:8]1[CH:9]=[C:10]([CH:12]=[CH:13][CH:14]=1)[NH2:11])[C:2]1[CH:7]=[CH:6][CH:5]=[CH:4][CH:3]=1.Br.Br.Br[CH2:18][CH2:19][NH:20][CH2:21][CH2:22]Br>>[O:1]([C:8]1[CH:9]=[C:10]([N:11]2[CH2:22][CH2:21][NH:20][CH2:19][CH2:18]2)[CH:12]=[CH:13][CH:14]=1)[C:2]1[CH:3]=[CH:4][CH:5]=[CH:6][CH:7]=1 |f:1.2.3|. Reported procedure: In the manner described in example 1 starting from 49 parts of meta-phenoxyaniline and 83.3 parts of bis-(β-bromoethyl)amine dihydrobromide there was obtained a clear solution. After evaporation of the solvent in vacuo, the residue was treated with 700 part of water, rendered alkaline with 60 parts of concentrated NaOH and extracted twice with 200 parts of ether. Th solution was dried. Upon distillation, there were obtained 26 parts of 1-(3-phenoxyphenyl)-piperazine, B.P./0.5 mm Hg: 180°-190° C.